Task: describe an organic reaction: reactants, conditions, products, and yield. Dataset: the Open Reaction Database (ORD), a public repository of structured organic reaction records The reactants are BrC=1C=C2C(=C(C=NC2=CC1)C(C)=O)Cl (1-(6-bromo-4-chloroquinolin-3-yl)ethanone), NC=1C=CC(=NC1)N1CC(CCC1)N(C(OC(C)(C)C)=O)C (tert-butyl (1-(5-aminopyridin-2-yl)piperidin-3-yl)(methyl)carbamate). The product is C(C)(=O)C=1C=NC2=CC=C(C=C2C1NC=1C=CC(=NC1)N1CC(CCC1)N(C(OC(C)(C)C)=O)C)Br (tert-butyl (1-(5-((3-acetyl-6-bromoquinolin-4-yl)amino)pyridin-2-yl)piperidin-3-yl)(methyl)carbamate). Yield: 80.4%. As a reaction SMILES: [Br:1][C:2]1[CH:3]=[C:4]2[C:9](=[CH:10][CH:11]=1)[N:8]=[CH:7][C:6]([C:12](=[O:14])[CH3:13])=[C:5]2Cl.[NH2:16][C:17]1[CH:18]=[CH:19][C:20]([N:23]2[CH2:28][CH2:27][CH2:26][CH:25]([N:29]([CH3:37])[C:30](=[O:36])[O:31][C:32]([CH3:35])([CH3:34])[CH3:33])[CH2:24]2)=[N:21][CH:22]=1>>[C:12]([C:6]1[CH:7]=[N:8][C:9]2[C:4]([C:5]=1[NH:16][C:17]1[CH:18]=[CH:19][C:20]([N:23]3[CH2:28][CH2:27][CH2:26][CH:25]([N:29]([CH3:37])[C:30](=[O:36])[O:31][C:32]([CH3:33])([CH3:34])[CH3:35])[CH2:24]3)=[N:21][CH:22]=1)=[CH:3][C:2]([Br:1])=[CH:11][CH:10]=2)(=[O:14])[CH3:13]. Procedure: Following general procedure C, 1-(6-bromo-4-chloroquinolin-3-yl)ethanone (285 mg, 1.0 mmol) was reacted with tert-butyl (1-(5-aminopyridin-2-yl)piperidin-3-yl)(methyl)carbamate (442 mg, 1.45 mmol) to afford the desired product (446 mg, 80%) as an orange-red solid. ESI MS m/z 554 [C27H32BrN5O3+H]+ Starting materials: C(C)(=O)OCC1=C(C=CC=C1B1OC(C(O1)(C)C)(C)C)N1C(C2=C(CC1)C1=C(S2)CCCC1)=O (2-(1-Oxo-3,4,5,6,7,8-hexahydrobenzothieno[2,3-c]pyridin-2(1H)-yl)-6-(4,4,5,5-tetramethyl-1,3,2-dioxaborolan-2-yl)benzyl Acetate), BrC1=CN(C(C(=N1)NC1=CC=C(C=C1)C1CCN(CC1)C(=O)OC(C)(C)C)=O)C (tert-Butyl 4-(4-(6-bromo-4-methyl-3-oxo-3,4-dihydropyrazin-2-ylamino)phenyl)-piperidine-1-carboxylate), C([O-])([O-])=O.[Na+].[Na+] (sodium carbonate), COCCOC (1,2-dimethoxyethane). The reagents and catalysts are [Pd].C1(=CC=CC=C1)P(C1=CC=CC=C1)C1=CC=CC=C1.C1(=CC=CC=C1)P(C1=CC=CC=C1)C1=CC=CC=C1.C1(=CC=CC=C1)P(C1=CC=CC=C1)C1=CC=CC=C1.C1(=CC=CC=C1)P(C1=CC=CC=C1)C1=CC=CC=C1 (tetrakis(triphenylphosphine)-palladium(0)). Run in O (water), C(C)(=O)OCC (ethyl acetate). Reaction conditions: temperature 130 celsius. The product is C(C)(=O)OCC1=C(C=CC=C1C=1N=C(C(N(C1)C)=O)NC1=CC=C(C=C1)C1CCNCC1)N1CCC=2C=3CCCCC3SC2C1=O (5-[2-(Acetoxymethyl)-3-(4-methyl-5-oxo-6-{[4-(piperidin-4-yl)phenyl]-amino}-4,5-dihydropyrazin-2-yl)phenyl]-8-thia-5-azatricyclo[7.4.0.02,7]trideca-1(9),2(7)-dien-6-one). Isolated yield 125.4%. As a reaction SMILES: [C:1]([O:4][CH2:5][C:6]1[C:11](B2OC(C)(C)C(C)(C)O2)=[CH:10][CH:9]=[CH:8][C:7]=1[N:21]1[CH2:26][CH2:25][C:24]2[C:27]3[CH2:33][CH2:32][CH2:31][CH2:30][C:28]=3[S:29][C:23]=2[C:22]1=[O:34])(=[O:3])[CH3:2].Br[C:36]1[N:41]=[C:40]([NH:42][C:43]2[CH:48]=[CH:47][C:46]([CH:49]3[CH2:54][CH2:53][N:52](C(OC(C)(C)C)=O)[CH2:51][CH2:50]3)=[CH:45][CH:44]=2)[C:39](=[O:62])[N:38]([CH3:63])[CH:37]=1.C(=O)([O-])[O-].[Na+].[Na+].COCCOC>[Pd].C1(P(C2C=CC=CC=2)C2C=CC=CC=2)C=CC=CC=1.C1(P(C2C=CC=CC=2)C2C=CC=CC=2)C=CC=CC=1.C1(P(C2C=CC=CC=2)C2C=CC=CC=2)C=CC=CC=1.C1(P(C2C=CC=CC=2)C2C=CC=CC=2)C=CC=CC=1.O.C(OCC)(=O)C>[C:1]([O:4][CH2:5][C:6]1[C:11]([C:36]2[N:41]=[C:40]([NH:42][C:43]3[CH:44]=[CH:45][C:46]([CH:49]4[CH2:54][CH2:53][NH:52][CH2:51][CH2:50]4)=[CH:47][CH:48]=3)[C:39](=[O:62])[N:38]([CH3:63])[CH:37]=2)=[CH:10][CH:9]=[CH:8][C:7]=1[N:21]1[C:22](=[O:34])[C:23]2[S:29][C:28]3[CH2:30][CH2:31][CH2:32][CH2:33][C:27]=3[C:24]=2[CH2:25][CH2:26]1)(=[O:3])[CH3:2] |f:2.3.4,6.7.8.9.10|. Reported procedure: A 10 mL microwave vial with a magnetic stirrer was charged with 111a (173 mg, 0.36 mmol), 121a (139 mg, 0.3 mmol), 1M sodium carbonate solution (1.2 mL, 1.2 mmol) and 1,2-dimethoxyethane (3 mL). After bubbling nitrogen through the resulting suspension for 10 min, tetrakis(triphenylphosphine)-palladium(0) (18 mg, 0.015 mmol) was added. The reaction mixture was heated at 130° C. for 15 minutes in the microwave reactor. After this time, ethyl acetate (15 mL) and water (10 mL) were added, and the la... Run at time 8 hour. Reaction SMILES: [C:1]([O:5][C:6]([N:8]([CH3:34])[C:9]([CH2:30][CH2:31][CH:32]=O)([CH2:17][CH2:18][CH2:19][CH2:20][B:21]1[O:25][C:24]([CH3:27])([CH3:26])[C:23]([CH3:29])([CH3:28])[O:22]1)[C:10]([O:12][C:13]([CH3:16])([CH3:15])[CH3:14])=[O:11])=[O:7])([CH3:4])([CH3:3])[CH3:2].[NH:35]1[CH2:39][CH2:38][CH2:37][CH2:36]1.C(O[BH-](OC(=O)C)OC(=O)C)(=O)C.[Na+]>ClCCCl>[C:1]([O:5][C:6]([N:8]([CH3:34])[C:9]([CH2:30][CH2:31][CH2:32][N:35]1[CH2:39][CH2:38][CH2:37][CH2:36]1)([CH2:17][CH2:18][CH2:19][CH2:20][B:21]1[O:25][C:24]([CH3:26])([CH3:27])[C:23]([CH3:29])([CH3:28])[O:22]1)[C:10]([O:12][C:13]([CH3:14])([CH3:15])[CH3:16])=[O:11])=[O:7])([CH3:2])([CH3:4])[CH3:3] |f:2.3|. Run in ClCCCl (1,2-dichloroethane). Yields the product C(C)(C)(C)OC(=O)N(C(C(=O)OC(C)(C)C)(CCCCB1OC(C(O1)(C)C)(C)C)CCCN1CCCC1)C (tert-butyl 2-(tert-butoxycarbonyl(methyl)amino)-2-(3-(pyrrolidin-1-yl)propyl)-6-(4,4,5,5-tetramethyl-1,3,2-dioxaborolan-2-yl)hexanoate). Procedure: A solution of tert-butyl 2-(tert-butoxycarbonyl(methyl)amino)-2-(3-oxopropyl)-6-(4,4,5,5-tetramethyl-1,3,2-dioxaborolan-2-yl)hexanoate (193 mg, 0.40 mmol, 1.0 equiv) and pyrrolidine (43 mg, 0.60 mmol, 1.5 equiv) in 1,2-dichloroethane (2 mL) was treated with sodium triacetoxyborohydride (168 mg, 0.80 mmol) in one portion. After stirring at room temperature overnight, the reaction mixture was quenched with saturated aqueous NaHCO3 (1 mL) and stirred for an additional 5 min. The resulting mixture w... Starting materials: C(C)(C)(C)OC(=O)N(C(C(=O)OC(C)(C)C)(CCCCB1OC(C(O1)(C)C)(C)C)CCC=O)C (tert-butyl 2-(tert-butoxycarbonyl(methyl)amino)-2-(3-oxopropyl)-6-(4,4,5,5-tetramethyl-1,3,2-dioxaborolan-2-yl)hexanoate), N1CCCC1 (pyrrolidine), C(C)(=O)O[BH-](OC(C)=O)OC(C)=O.[Na+] (sodium triacetoxyborohydride). The yield is 86.3%. The reactants are [N+]=1(C(=CC=CC1)C)[O-] (2-picoline-1-oxide), C(C)(C)(C)[O-].[K+] (potassium tert.-butanolate), ClC=1C=C(C=O)C=CC1 (3-chloro-benzaldehyde). Product: ClC=1C=C(C=CC1)C=CC1=[N+](C=CC=C1)[O-] (2-[2-(3-Chloro-phenyl)-vinyl]-pyridine 1-oxide). Reaction SMILES: [N+:1]1([O-:8])[C:2]([CH3:7])=[CH:3][CH:4]=[CH:5][CH:6]=1.C([O-])(C)(C)C.[K+].[Cl:15][C:16]1[CH:17]=[C:18]([CH:21]=[CH:22][CH:23]=1)[CH:19]=O>>[Cl:15][C:16]1[CH:17]=[C:18]([CH:19]=[CH:7][C:2]2[CH:3]=[CH:4][CH:5]=[CH:6][N+:1]=2[O-:8])[CH:21]=[CH:22][CH:23]=1 |f:1.2|. Procedure: Following the general method described in example 2a, 2-picoline-1-oxide was reacted with potassium tert.-butanolate and 3-chloro-benzaldehyde. After extraction and chromatography the title compound was obtained as a yellow solid material. MS: m/e=231 (M+). Starting materials: CC1(CC(C2=CC=C(C=C12)OS(=O)(=O)C(F)(F)F)=O)C (trifluoro-methanesulfonic acid 3,3-dimethyl-1-oxo-indan-5-yl ester), COC=1C=C(C=CC1)B(O)O (3-methoxyphenyl boronic acid). Product: COC=1C=C(C=CC1)C=1C=C2C(CC(C2=CC1)=O)(C)C (5-(3-methoxyphenyl)-3,3-dimethylindan-1-one). As a reaction SMILES: [CH3:1][C:2]1([CH3:20])[C:10]2[C:5](=[CH:6][CH:7]=[C:8](OS(C(F)(F)F)(=O)=O)[CH:9]=2)[C:4](=[O:19])[CH2:3]1.[CH3:21][O:22][C:23]1[CH:24]=[C:25](B(O)O)[CH:26]=[CH:27][CH:28]=1>>[CH3:21][O:22][C:23]1[CH:28]=[C:27]([C:8]2[CH:9]=[C:10]3[C:5](=[CH:6][CH:7]=2)[C:4](=[O:19])[CH2:3][C:2]3([CH3:20])[CH3:1])[CH:26]=[CH:25][CH:24]=1. Procedure details: The title compound was prepared from trifluoro-methanesulfonic acid 3,3-dimethyl-1-oxo-indan-5-yl ester and 3-methoxyphenyl boronic acid according to the procedure described in example 21. MS (ES) m/z 267.2; HRMS: calcd for C18H18O2+H+, 267.13796; found (ESI, [M+H]+), 267.1386.